This data is from the Open Reaction Database (ORD), a public repository of structured organic reaction records. The task is: describe an organic reaction: reactants, conditions, products, and yield The reactants are CO, [K+], [OH-], Cc1ccccc1Oc1cccc2c1OC(=O)C2. Yields the product Cc1ccccc1Oc1cccc(CC(=O)O)c1O. RXN SMILES: [CH3:21][OH:22].[K+:20].[OH-:19].[c:1]1([CH3:18])[c:2]([O:7][c:8]2[cH:9][cH:10][cH:11][c:12]3[c:16]2[O:15][C:14](=[O:17])[CH2:13]3)[cH:3][cH:4][cH:5][cH:6]1>>[c:1]1([CH3:18])[c:2]([O:7][c:8]2[cH:9][cH:10][cH:11][c:12]([CH2:13][C:14](=[O:17])[OH:19])[c:16]2[OH:15])[cH:3][cH:4][cH:5][cH:6]1. As a reaction SMILES: [Br:15][N:16]1[C:17](=[O:18])[CH2:19][CH2:20][C:21]1=[O:22].[C:23]([O:24][O:25][C:26](=[O:27])[c:28]1[cH:29][cH:30][cH:31][cH:32][cH:33]1)(=[O:34])[c:35]1[cH:36][cH:37][cH:38][cH:39][cH:40]1.[C:41]([Cl:42])([Cl:43])([Cl:44])[Cl:45].[CH3:1][c:2]1[s:3][c:4]2[c:5]([n:6]1)[c:7]1[cH:8][cH:9][cH:10][cH:11][c:12]1[cH:13][cH:14]2>>[CH2:1]([c:2]1[s:3][c:4]2[c:5]([n:6]1)[c:7]1[cH:8][cH:9][cH:10][cH:11][c:12]1[cH:13][cH:14]2)[Br:15]. Reactants: O=C1CCC(=O)N1Br, O=C(OOC(=O)c1ccccc1)c1ccccc1, ClC(Cl)(Cl)Cl, Cc1nc2c(ccc3ccccc32)s1. Yields the product BrCc1nc2c(ccc3ccccc32)s1. Reactants: C(C1=CC=CC=C1)N1C(=CC=2C=NC(=CC21)Cl)C(C)C (1-benzyl-6-chloro-2-isopropyl-1H-pyrrolo[3,2-c]pyridine), C(C1=CC=CC=C1)N1C(=CC=2C=NC(=CC21)Cl)C(C)C (1-benzyl-6-chloro-2-isopropyl-1H-pyrrolo[3,2-c]pyridine), CN(C)C=O (DMF), O=P(Cl)(Cl)Cl (POCl3), CN(C)C=O (DMF). Reaction conditions: temperature 80 celsius, time 20 minute. Yields the product C(C1=CC=CC=C1)N1C(=C(C=2C=NC(=CC21)Cl)C=O)C(C)C (1-Benzyl-6-chloro-2-isopropyl-1H-pyrrolo[3,2-c]pyridine-3-carbaldehyde). As a reaction SMILES: O=P(Cl)(Cl)Cl.[CH2:6]([N:13]1[C:21]2[CH:20]=[C:19]([Cl:22])[N:18]=[CH:17][C:16]=2[CH:15]=[C:14]1[CH:23]([CH3:25])[CH3:24])[C:7]1[CH:12]=[CH:11][CH:10]=[CH:9][CH:8]=1.CN([CH:29]=[O:30])C>>[CH2:6]([N:13]1[C:21]2[CH:20]=[C:19]([Cl:22])[N:18]=[CH:17][C:16]=2[C:15]([CH:29]=[O:30])=[C:14]1[CH:23]([CH3:25])[CH3:24])[C:7]1[CH:8]=[CH:9][CH:10]=[CH:11][CH:12]=1. Reported procedure: POCl3 (0.31 ml, 3.42 mmol) was added to anhydrous DMF (5 ml) at 0° C. slowly and stirred for 20 min. To this solution was added a solution of 1-benzyl-6-chloro-2-isopropyl-1H-pyrrolo[3,2-c]pyridine (Compound 13, 195 mg, 0.68 mmol) in anhydrous DMF (7 ml) at room temperature. The mixture was stirred at room temperature for 2 h and was then heated to 60° C. for 2 h and 80° C. for 0.5 h. The reaction was cooled to room temperature, quenched cautiously with aqueous Na2CO3, extracted with EtOAc (×2).... Reactants: 4-CH3 (CH2)3SO2NHC6H4, Cl.NC1=CC=C(C=C1)C=1C=C2C(=NC1C)NC(N2)=O (6-(4-aminophenyl)-1,3-dihydro-5-methyl-2H-imidazo[4,5-b]pyridin-2-one hydrochloride), C(CCC)S(=O)(=O)Cl (butanesulfonyl chloride), CC1=CC=C2C(=N1)NC(N2)=O (1,3-dihydro-5-methyl2H-imidazo[4,5-b]pyridin-2-one). Product: CS(=O)(=O)NC1=CC=C(C=C1)C=1C=C2C(=NC1C)NC(N2)=O (1,3-Dihydro-6-[4-(methanesulfonylamino)phenyl]-5-methyl2H-imidazo[4,5-b]pyridin-2-one). Reaction SMILES: CC1N=C2NC(=O)NC2=CC=1.Cl.[NH2:13][C:14]1[CH:19]=[CH:18][C:17]([C:20]2[CH:21]=[C:22]3[NH:29][C:28](=[O:30])[NH:27][C:23]3=[N:24][C:25]=2[CH3:26])=[CH:16][CH:15]=1.[CH2:31]([S:35](Cl)(=[O:37])=[O:36])CCC>>[CH3:31][S:35]([NH:13][C:14]1[CH:19]=[CH:18][C:17]([C:20]2[CH:21]=[C:22]3[NH:29][C:28](=[O:30])[NH:27][C:23]3=[N:24][C:25]=2[CH3:26])=[CH:16][CH:15]=1)(=[O:37])=[O:36] |f:1.2|. Procedure: Example 10 6-4-(Butanesulfonylamino)phenyl]-1,3-dihydro-5-methyl2H-imidazo[4,5-b]pyridin-2-one [I; Ar =4-CH3 (CH2)3SO2NHC6H4, R1 and R3 =H, R5 =CH3 ]was prepared from 1.5 g 6-(4-aminophenyl)-1,3-dihydro-5-methyl-2H-imidazo[4,5-b]pyridin-2-one hydrochloride and 0.91 ml butanesulfonyl chloride according to the procedure of Example 7, and was obtained (0.92 g) as a colorless solid, m.p. above 300° C. when recrystallized from ethanol.